This data is from the Open Reaction Database (ORD), a public repository of structured organic reaction records. The task is: describe an organic reaction: reactants, conditions, products, and yield The reactants are N1C(=NC2=C1C=CC=C2)CCCN(C(C[C@@]2([C@H](C1=CC=C(C=C1C(C2)(F)F)F)C(C)C)O)=O)C (N-(3-(1H-Benzo[d]imidazol-2-yl)propyl)-N-methyl-2-((1S,2R)-4,4,6-trifluoro-2-hydroxy-1-isopropyl-1,2,3,4-tetrahydronaphthalen-2-yl)acetamide), N1C(=NC2=C1C=CC=C2)CCCN(CCC2(C(C1=CC=C(C=C1C(C2([2H])[2H])([2H])[2H])F)C(C)C)O)C (2-(2-((3-(1H-Benzo[d]imidazol-2-yl)propyl)(methyl)amino)ethyl)-3,3,4,4-tetradeutero-6-fluoro-1-isopropyl-1,2,3,4-tetrahydronaphthalen-2-ol). Product: N1C(=NC2=C1C=CC=C2)CCCN(CC[C@@]2([C@H](C1=CC=C(C=C1C(C2)(F)F)F)C(C)C)O)C ((1S,2R)-2-(2-((3-(1H-Benzo[d]imidazol-2-yl)propyl)(methyl)amino)ethyl)-4,4,6-trifluoro-1-isopropyl-1,2,3,4-tetrahydronaphthalen-2-ol). Reaction SMILES: [NH:1]1[C:5]2[CH:6]=[CH:7][CH:8]=[CH:9][C:4]=2[N:3]=[C:2]1[CH2:10][CH2:11][CH2:12][N:13]([CH3:34])[C:14](=O)[CH2:15][C@@:16]1([OH:32])[CH2:25][C:24]([F:27])([F:26])[C:23]2[C:18](=[CH:19][CH:20]=[C:21]([F:28])[CH:22]=2)[C@@H:17]1[CH:29]([CH3:31])[CH3:30].N1C2C=CC=CC=2N=C1CCCN(C)CCC1(O)C([2H])([2H])C([2H])([2H])C2C(=CC=C(F)C=2)C1C(C)C>>[NH:1]1[C:5]2[CH:6]=[CH:7][CH:8]=[CH:9][C:4]=2[N:3]=[C:2]1[CH2:10][CH2:11][CH2:12][N:13]([CH3:34])[CH2:14][CH2:15][C@@:16]1([OH:32])[CH2:25][C:24]([F:27])([F:26])[C:23]2[C:18](=[CH:19][CH:20]=[C:21]([F:28])[CH:22]=2)[C@@H:17]1[CH:29]([CH3:31])[CH3:30]. Procedure: 35d is prepared from 17d in a manner analogous to that of Example 2, step 2 for 35b. Starting materials: [H-].[H-].[H-].[H-].[Li+].[Al+3] (LiAlH4), C(C)N1N=C(C2=NC=CC=C21)C2=CC=C(C=C2)C(CC(=O)OCC)C2=NC1=C(N2COCC[Si](C)(C)C)C=CC=C1 (ethyl 3-[4-(1-ethyl-1H-pyrazolo[4,3-b]pyridin-3-yl)phenyl)-3-(1-[{2-(trimethylsilyl)ethoxy}methyl]-1H-benzo[d]imidazol-2-yl)propanoate), O (water). Solvent: C1CCOC1 (THF). Run at time 1 hour. Product: C(C)N1N=C(C2=NC=CC=C21)C2=CC=C(C=C2)C(CCO)C2=NC1=C(N2COCC[Si](C)(C)C)C=CC=C1 (3-[4-(1-Ethyl-1H-pyrazolo[4,3-b]pyridin-3-yl)phenyl]-3-(1-[{2-(trimethylsilyl)ethoxy]methyl}-1H-benzo[d]imidazol-2-yl)propan-1-ol). Isolated yield 96.0%. As a reaction SMILES: [H-].[H-].[H-].[H-].[Li+].[Al+3].[CH2:7]([N:9]1[C:17]2[C:12](=[N:13][CH:14]=[CH:15][CH:16]=2)[C:11]([C:18]2[CH:23]=[CH:22][C:21]([CH:24]([C:31]3[N:35]([CH2:36][O:37][CH2:38][CH2:39][Si:40]([CH3:43])([CH3:42])[CH3:41])[C:34]4[CH:44]=[CH:45][CH:46]=[CH:47][C:33]=4[N:32]=3)[CH2:25][C:26](OCC)=[O:27])=[CH:20][CH:19]=2)=[N:10]1)[CH3:8].O>C1COCC1>[CH2:7]([N:9]1[C:17]2[C:12](=[N:13][CH:14]=[CH:15][CH:16]=2)[C:11]([C:18]2[CH:23]=[CH:22][C:21]([CH:24]([C:31]3[N:35]([CH2:36][O:37][CH2:38][CH2:39][Si:40]([CH3:43])([CH3:42])[CH3:41])[C:34]4[CH:44]=[CH:45][CH:46]=[CH:47][C:33]=4[N:32]=3)[CH2:25][CH2:26][OH:27])=[CH:20][CH:19]=2)=[N:10]1)[CH3:8] |f:0.1.2.3.4.5|. Procedure: LiAlH4 (11.99 mg) was added to a solution of ethyl 3-[4-(1-ethyl-1H-pyrazolo[4,3-b]pyridin-3-yl)phenyl)-3-(1-[{2-(trimethylsilyl)ethoxy}methyl]-1H-benzo[d]imidazol-2-yl)propanoate (90 mg) in THF (10 mL) at 0° C. The mixture was stirred at room temperature under a dry atmosphere for 1 h. The mixture was poured into water at room temperature and extracted with AcOEt. The organic layer was washed with water and brine, dried over MgSO4 and concentrated under reduced pressure. The residue was purifie... The reactants are OCC[C@@H]1[C@@H](C(N1)=O)C(C)(OC(=O)OCC1=CC=C(C=C1)[N+](=O)[O-])C ((3R,4R)-4-(2-hydroxyethyl)-3-[1-methyl-1-(4-nitrobenzyloxycarbonyloxy)ethyl]-azetidin-2-one), CC(=O)C.OS(=O)(=O)O.O=[Cr](=O)=O (Jones reagent), C(C)(C)O (Isopropyl alcohol). The solvent is CC(=O)C (acetone). Run at temperature 0 celsius, time 20 minute. Product: CC(C)(OC(=O)OCC1=CC=C(C=C1)[N+](=O)[O-])[C@H]1[C@H](NC1=O)CC(=O)O ({(2R,3R)-3-[1-methyl-1-(4-nitrobenzyloxycarbonyloxy)ethyl]-4-oxoazetidin-2-yl} acetic acid), material. Reaction SMILES: [OH:1][CH2:2][CH2:3][C@H:4]1[NH:7][C:6](=[O:8])[C@H:5]1[C:9]([CH3:25])([O:11][C:12]([O:14][CH2:15][C:16]1[CH:21]=[CH:20][C:19]([N+:22]([O-:24])=[O:23])=[CH:18][CH:17]=1)=[O:13])[CH3:10].CC(C)=[O:28].OS(O)(=O)=O.O=[Cr](=O)=O.C(O)(C)C>CC(C)=O>[CH3:10][C:9]([C@@H:5]1[C:6](=[O:8])[NH:7][C@@H:4]1[CH2:3][C:2]([OH:28])=[O:1])([O:11][C:12]([O:14][CH2:15][C:16]1[CH:17]=[CH:18][C:19]([N+:22]([O-:24])=[O:23])=[CH:20][CH:21]=1)=[O:13])[CH3:25] |f:1.2.3|. Procedure: To a solution of (3R,4R)-4-(2-hydroxyethyl)-3-[1-methyl-1-(4-nitrobenzyloxycarbonyloxy)ethyl]-azetidin-2-one (10 mg) in acetone (0.6 ml) was added 2 N Jones reagent (50 μl) at 0° C. and the mixture was stirred at 0° C. for 20 minutes. Isopropyl alcohol (100 μl) was added to the mixture at 0° C. and the mixture was evaporated in vacuo. The residue was dissolved in chloroform (10 ml) and the solution was washed with brine. The aqueous layer was separated and extracted with chloroform (5 ml). The c... Starting materials: CCO, CCN(C(C)C)C(C)C, ClCc1cc2cccc(Cl)c2nc1-c1ccccc1Cl, Cl, Nc1cc(N)ncn1. The product is Nc1cc(NCc2cc3cccc(Cl)c3nc2-c2ccccc2Cl)ncn1. RXN SMILES: [CH3:39][CH2:40][OH:41].[CH:30]([N:31]([CH2:32][CH3:33])[CH:34]([CH3:35])[CH3:36])([CH3:37])[CH3:38].[Cl:1][c:2]1[cH:3][cH:4][cH:5][c:6]2[cH:7][c:8]([CH2:19][Cl:20])[c:9](-[c:12]3[c:13]([Cl:18])[cH:14][cH:15][cH:16][cH:17]3)[n:10][c:11]12.[ClH:21].[NH2:22][c:23]1[n:24][cH:25][n:26][c:27]([NH2:29])[cH:28]1>>[Cl:1][c:2]1[cH:3][cH:4][cH:5][c:6]2[cH:7][c:8]([CH2:19][NH:22][c:23]3[n:24][cH:25][n:26][c:27]([NH2:29])[cH:28]3)[c:9](-[c:12]3[c:13]([Cl:18])[cH:14][cH:15][cH:16][cH:17]3)[n:10][c:11]12. Reactants: C(C1=CC=CC=C1)O[C@H]1[C@@H](OCCC1)COC(C1=CC=CC=C1)(C1=CC=CC=C1)C1=CC=CC=C1 ((2S, 3R)-3-benzyloxy-2-triphenylmethoxymethyltetrahydropyran). Reagents/catalysts: [Pd] (palladium on activated carbon). Run in C(C)O (ethanol), [H][H] (hydrogen). The product is O[C@H]1[C@@H](OCCC1)COC(C1=CC=CC=C1)(C1=CC=CC=C1)C1=CC=CC=C1 ((2S, 3R)-3-Hydroxy-2-triphenylmethoxymethyltetrahydropyran). The yield is 90.3%. As a reaction SMILES: C([O:8][C@@H:9]1[CH2:14][CH2:13][CH2:12][O:11][C@H:10]1[CH2:15][O:16][C:17]([C:30]1[CH:35]=[CH:34][CH:33]=[CH:32][CH:31]=1)([C:24]1[CH:29]=[CH:28][CH:27]=[CH:26][CH:25]=1)[C:18]1[CH:23]=[CH:22][CH:21]=[CH:20][CH:19]=1)C1C=CC=CC=1>C(O)C.[Pd].[H][H]>[OH:8][C@@H:9]1[CH2:14][CH2:13][CH2:12][O:11][C@H:10]1[CH2:15][O:16][C:17]([C:30]1[CH:35]=[CH:34][CH:33]=[CH:32][CH:31]=1)([C:18]1[CH:19]=[CH:20][CH:21]=[CH:22][CH:23]=1)[C:24]1[CH:29]=[CH:28][CH:27]=[CH:26][CH:25]=1. Procedure details: 3.513 g of (2S, 3R)-3-benzyloxy-2-triphenylmethoxymethyltetrahydropyran (prepared as described in Preparation 23) were dissolved in 120 ml of ethanol and hydrogenated at room temperature for 30 hours in the presence of 1.852 g of 10% w/w palladium on activated carbon in a Paal's apparatus at a hydrogen pressure of 4 atmospheres (about 4 bars). The catalyst was filtered off and the filtrate was freed from the solvent by evaporation under reduced pressure. The residue was subjected to column chrom... Reactants: NC1=C(C=CC(=C1)Cl)O (2-amino-4-chlorophenol), CC=1C=CC(=CC1)S(=O)(=O)O (p-TsOH), CC(=O)OO (LCAP). Solvent: C1CCOC1 (THF). Run at temperature 60 celsius. Yields the product ClC=1C=CC2=C(N=CO2)C1 (5-Chlorobenzoxazole). RXN SMILES: [NH2:1][C:2]1[CH:7]=[C:6]([Cl:8])[CH:5]=[CH:4][C:3]=1[OH:9].[CH3:10]C1C=CC(S(O)(=O)=O)=CC=1.CC(OO)=O>C1COCC1>[Cl:8][C:6]1[CH:5]=[CH:4][C:3]2[O:9][CH:10]=[N:1][C:2]=2[CH:7]=1. Procedure: To a 250 mL 3-neck round bottom flask equipped with a distillation head, glass stopper, septum, thermocouple and magnetic stir bar was charged 2-amino-4-chlorophenol (20.00 g, 0.139 mol). The solid was dissolved in THF (60 mL) and p-TsOH (0.265 g, 1.39 mmol) was added. The brown solution was warmed to 60° C. over 10 min and aged for 90 min. HPLC assay of the reaction mixture showed 1 LCAP unreacted starting material. The temperature was increased from 60° C. to 74° C., and at 63° C. solvent dist...